The task is: describe an organic reaction: reactants, conditions, products, and yield. This data is from the Open Reaction Database (ORD), a public repository of structured organic reaction records. Reactants: [H-].[Na+] (NaH), COC(=O)C1=CNC2=CC=CC=C12 (1H-indole-3-carboxylic acid methyl ester), C1CCOC1 (THF), O (water), C(C)I (ethyl iodide). Solvent: CCOC(=O)C (AcOEt). Run at temperature 70 celsius. Yields the product C(C)OC(=O)C1=CN(C2=CC=CC=C12)CC (1-Ethyl-1H-indole-3-carboxylic acid ethyl ester). The yield is 74.0%. Reaction SMILES: [H-].[Na+].[CH3:3][O:4][C:5]([C:7]1[C:15]2[C:10](=[CH:11][CH:12]=[CH:13][CH:14]=2)[NH:9][CH:8]=1)=[O:6].[CH2:16](I)[CH3:17].O.[CH2:20]1COCC1>CCOC(C)=O>[CH2:3]([O:4][C:5]([C:7]1[C:15]2[C:10](=[CH:11][CH:12]=[CH:13][CH:14]=2)[N:9]([CH2:16][CH3:17])[CH:8]=1)=[O:6])[CH3:20] |f:0.1|. Procedure: To a suspension of NaH (50-60% dispersion in mineral oil, 548.0 mg, 11.4 mmol, 2.0 eq) in THF (20 mL), 1H-indole-3-carboxylic acid methyl ester (1.0 g, 5.7 mmol, 1.0 eq) was added and after 20 min also ethyl iodide (507.0 μL, 6.3 mmol, 1.1. eq) was added. The reaction was heated at 70° C. for 1 h. The mixture was cooled down to 0° C. and water (10 mL) was added carefully. AcOEt was added and the organic phase was collected and concentrated, to give the crude compound that was purified through Si... Starting materials: C(C)(C)NC(=O)C1=CN(C2=NC=CC=C2C1=O)C1=CC(=CC=C1)B1OC(C(O1)(C)C)(C)C (N-isopropyl-1-[3-(4,4,5,5,-tetramethyl-1,3,2-dioxaborolan-2-yl)phenyl]-1,4-dihydro[1,8]naphthyridin-4-one-3-carboxamide), BrC1=CC=C(C=C1)C=1C=NC=CC1 (3-(4-bromophenyl)pyridine), C1(CC1)NC(=O)C1=CN(C2=NC=CC=C2C1=O)C1=CC(=CC=C1)B1OC(C(O1)(C)C)(C)C (N-Cyclopropyl-1-[3-(4,4,5,5,-tetramethyl-1,3,2-dioxaborolan-2-yl)phenyl]-1,4-dihydro[1,8]naphthyridin-4-one-3-carboxamide). The product is N-Cyclopropyl-1-[3-(5-methylsulfonylpyridin-3-yl)]phenyl, N1C=C(C(C2=CC=CN=C12)=O)C(=O)N (1,4-dihydro[1,8]naphthyridin-4-one-3-carboxamide). Reaction SMILES: BrC1C=CC(C2C=NC=CC=2)=CC=1.C1([NH:17][C:18]([C:20]2[C:29](=[O:30])[C:28]3[C:23](=[N:24][CH:25]=[CH:26][CH:27]=3)[N:22](C3C=CC=C(B4OC(C)(C)C(C)(C)O4)C=3)[CH:21]=2)=[O:19])CC1.C(NC(C1C(=O)C2C(=NC=CC=2)N(C2C=CC=C(B3OC(C)(C)C(C)(C)O3)C=2)C=1)=O)(C)C>>[NH:22]1[C:23]2[C:28](=[CH:27][CH:26]=[CH:25][N:24]=2)[C:29](=[O:30])[C:20]([C:18]([NH2:17])=[O:19])=[CH:21]1. Procedure: Following the procedure of Step 3 of Example 31 but substituting 3-bromo-5-methylsulfonylpyridine from Step 2 above for 3-(4-bromophenyl)pyridine, and N-cyclopropyl-1-[3-(4,4,5,5,-tetramethyl-1,3,2-dioxaborolan-2-yl)phenyl]-1,4-dihydro[1,8]naphthyridin-4-one-3-carboxamide from Step 1 for N-isopropyl-1-[3-(4,4,5,5,-tetramethyl-1,3,2-dioxaborolan-2-yl)phenyl]-1,4-dihydro[1,8]naphthyridin-4-one-3-carboxamide, the N-Cyclopropyl-1-[3-(5-methylsulfonylpyridin-3-yl)]phenyl]-1,4-dihydro[1,8]naphthyridin...